From a dataset of the Open Reaction Database (ORD), a public repository of structured organic reaction records. describe an organic reaction: reactants, conditions, products, and yield Starting materials: CC(=O)C1=CC(=C(C=C1)O)OC (4-Hydroxy-3-methoxyacetophenone), C([O-])([O-])=O.[K+].[K+] (potassium carbonate), COCCl (chloromethyl methyl ether), 45b, 3-carbon, 45a. The product is 45a, C(C)(=O)C1=CC=CC=C1 (acetophenone). RXN SMILES: [CH3:1][C:2]([C:4]1[CH:9]=[CH:8][C:7](O)=[C:6](OC)[CH:5]=1)=[O:3].C(=O)([O-])[O-].[K+].[K+].COCCl>>[C:2]([C:4]1[CH:9]=[CH:8][CH:7]=[CH:6][CH:5]=1)(=[O:3])[CH3:1] |f:1.2.3|. Procedure details: Analogs in series 3, which contain a 3-carbon spacer, were prepared as shown in Schemes 28-37. Analogs 45a and 45b contain two identical aryl rings separated by an unsaturated 3-carbon spacer having a single carbonyl and were designed to test the importance of the length of the spacer. Analog 45a was prepared as shown in Scheme 28 following the procedures described by Masuda (Masuda et al., Phytochemistry 32(6), 1557-1560 (1993)) and by Kohler and Chadwell (Kohler et al., Org. Synth., Coll. Vol....